Dataset: the Open Reaction Database (ORD), a public repository of structured organic reaction records. Task: describe an organic reaction: reactants, conditions, products, and yield Starting materials: Cl.C(C)OC(=O)[C@]12NC([C@H]3N(C([C@H](CCCCC\C=C/[C@@H]1C2)NC(=O)C2=NC=C(N=C2)C)=O)C[C@@H](C3)OC=3N=C2C=CC=CC2=C2C=CC=CC32)=O ((2R,6S,13aS,14aR,16aS,Z)-ethyl-6-(5-methylpyrazine-2-carboxamido)-5,16-dioxo-2-(phenanthridin-6-yloxy)-1,2,3,5,6,7,8,9,10,11,13a,14,14a,15,16,16a-hexadecahydrocyclopropa[e]pyrrolo[1,2-a][1,4]diazacyclopentadecine-14a-carboxylate hydrochloride), O[Li].O (LiOH.H2O), OP(=O)(O)O (H3PO4), [Na+].[Cl-] (NaCl), CC1OCCC1 (2-methyl tetrahydrofuran). Solvent: O (water), O1CCCC1 (tetrahydrofuran). Product: C(C)NCC.CC=1N=CC(=NC1)C(=O)N[C@H]1CCCCC\C=C/[C@H]2[C@](NC([C@H]3N(C1=O)C[C@@H](C3)OC=3N=C1C=CC=CC1=C1C=CC=CC31)=O)(C2)C(=O)O ((2R,6S,13aS,14aR,16aS,Z)-6-(5-Methylpyrazine-2-carboxamido)-5,16-dioxo-2-(phenanthridin-6-yloxy)-1,2,3,5,6,7,8,9,10,11,13a,14,14a,15,16,16a-hexadecahydrocyclopropa[e]pyrrolo[1,2-a][1,4]diazacyclopentadecine-14a-carboxylate diethylamine). As a reaction SMILES: Cl.C([O:4][C:5]([C@@:7]12[CH2:22][C@H:21]1[CH:20]=[CH:19][CH2:18][CH2:17][CH2:16][CH2:15][CH2:14][C@H:13]([NH:23][C:24]([C:26]1[CH:31]=[N:30][C:29]([CH3:32])=[CH:28][N:27]=1)=[O:25])[C:12](=[O:33])[N:11]1[CH2:34][C@H:35]([O:37][C:38]3[N:39]=[C:40]4[C:45](=[C:46]5[C:51]=3[CH:50]=[CH:49][CH:48]=[CH:47]5)[CH:44]=[CH:43][CH:42]=[CH:41]4)[CH2:36][C@H:10]1[C:9](=[O:52])[NH:8]2)=[O:6])C.O[Li].O.OP(O)(O)=O.[Na+].[Cl-].CC1CCCO1>O.O1CCCC1>[CH2:7]([NH:8][CH2:9][CH3:10])[CH3:5].[CH3:32][C:29]1[N:30]=[CH:31][C:26]([C:24]([NH:23][C@@H:13]2[C:12](=[O:33])[N:11]3[CH2:34][C@H:35]([O:37][C:38]4[N:39]=[C:40]5[C:45](=[C:46]6[C:51]=4[CH:50]=[CH:49][CH:48]=[CH:47]6)[CH:44]=[CH:43][CH:42]=[CH:41]5)[CH2:36][C@H:10]3[C:9](=[O:52])[NH:8][C@:7]3([C:5]([OH:6])=[O:4])[CH2:22][C@H:21]3[CH:20]=[CH:19][CH2:18][CH2:17][CH2:16][CH2:15][CH2:14]2)=[O:25])=[N:27][CH:28]=1 |f:0.1,2.3,5.6,10.11|. Procedure: The isolated product of Example 49c can be mixed with tetrahydrofuran, water and LiOH.H2O, and then heated and stirred. The reaction mixture can be later cooled, added with aqueous H3PO4, aqueous NaCl and 2-methyl tetrahydrofuran, and the organic layer is separated, washed and filtered. MeCN is added to the concentrated organic layer, heated and cooled, and then diethylamine is added. The slurry is heated and cooled to form (2R,6S,13aS,14aR,16aS,Z)-6-(5-Methylpyrazine-2-carboxamido)-5,16-dioxo-2... The reactants are CCOC(=O)C1=CNCCc2c1[nH]c1ccccc21, ClCCl, O=C(Cl)c1ccc(F)cc1. Yields the product CCOC(=O)C1=CN(C(=O)c2ccc(F)cc2)CCc2c1[nH]c1ccccc21. As a reaction SMILES: [CH2:1]1[CH2:2][NH:3][CH:4]=[C:5]([C:15](=[O:16])[O:17][CH2:18][CH3:19])[c:6]2[nH:7][c:8]3[cH:9][cH:10][cH:11][cH:12][c:13]3[c:14]21.[Cl:30][CH2:31][Cl:32].[F:20][c:21]1[cH:22][cH:23][c:24]([C:25](=[O:26])[Cl:27])[cH:28][cH:29]1>>[CH2:1]1[CH2:2][N:3]([C:25]([c:24]2[cH:23][cH:22][c:21]([F:20])[cH:29][cH:28]2)=[O:26])[CH:4]=[C:5]([C:15](=[O:16])[O:17][CH2:18][CH3:19])[c:6]2[nH:7][c:8]3[cH:9][cH:10][cH:11][cH:12][c:13]3[c:14]21.